Dataset: the Open Reaction Database (ORD), a public repository of structured organic reaction records. Task: describe an organic reaction: reactants, conditions, products, and yield The reactants are C(C)(=O)O (acetic acid), Cl (hydrochloric acid), S(=O)(=O)(C1=CC=C(C)C=C1)N1[C@@H](CCC1)CC#N ((2S)-2-(1-tosylpyrrolidin-2-yl) acetonitrile), ice water. Yields the product S(=O)(=O)(C1=CC=C(C)C=C1)N1[C@@H](CCC1)CC(=O)O ((2S)-2-(1-Tosylpyrrolidin-2-yl) Acetic Acid). Isolated yield 48.2%. Reaction SMILES: Cl.[S:2]([N:12]1[CH2:16][CH2:15][CH2:14][C@H:13]1CC#N)([C:5]1[CH:11]=[CH:10][C:8]([CH3:9])=[CH:7][CH:6]=1)(=[O:4])=[O:3].[C:20]([OH:23])(=[O:22])[CH3:21]>>[S:2]([N:12]1[CH2:16][CH2:15][CH2:14][C@H:13]1[CH2:21][C:20]([OH:23])=[O:22])([C:5]1[CH:6]=[CH:7][C:8]([CH3:9])=[CH:10][CH:11]=1)(=[O:3])=[O:4]. Reported procedure: Concentrated hydrochloric acid (20 ml) was added to a solution of (2S)-2-(1-tosylpyrrolidin-2-yl) acetonitrile (4.35 g) prepared in Reference Example 50 in acetic acid (4 ml) and then the reaction solution was heated under reflux for 3 hours. After cooling the reaction solution, it was poured into ice water and then extracted with ether. The resulting organic phase was washed with water, dried over anhydrous magnesium sulfate and then concentrated. The resulting residue was subjected to silica g... Starting materials: OC1CCN(CC1)C(=O)OC(C)(C)C (tert-butyl 4-hydroxypiperidine-1-carboxylate), OC=1C=C(C=CC1)C(C)=O (1-(3-hydroxyphenyl)ethanone), C1(=CC=CC=C1)P(C1=CC=CC=C1)C1=CC=CC=C1 (triphenylphosphine), N(=NC(=O)OC(C)C)C(=O)OC(C)C (diisopropyl azodicarboxylate). The solvent is O1CCCC1 (tetrahydrofuran), O (water). Run at time 17 hour. The product is C(C)(=O)C=1C=C(OC2CCN(CC2)C(=O)OC(C)(C)C)C=CC1 (tert-Butyl 4-(3-acetylphenoxy)piperidine-1-carboxylate). Isolated yield 73.9%. RXN SMILES: [OH:1][CH:2]1[CH2:7][CH2:6][N:5]([C:8]([O:10][C:11]([CH3:14])([CH3:13])[CH3:12])=[O:9])[CH2:4][CH2:3]1.O[C:16]1[CH:17]=[C:18]([C:22](=[O:24])[CH3:23])[CH:19]=[CH:20][CH:21]=1.C1(P(C2C=CC=CC=2)C2C=CC=CC=2)C=CC=CC=1.N(C(OC(C)C)=O)=NC(OC(C)C)=O>O1CCCC1.O>[C:22]([C:18]1[CH:17]=[C:16]([CH:21]=[CH:20][CH:19]=1)[O:1][CH:2]1[CH2:3][CH2:4][N:5]([C:8]([O:10][C:11]([CH3:14])([CH3:13])[CH3:12])=[O:9])[CH2:6][CH2:7]1)(=[O:24])[CH3:23]. Procedure: To a stirred solution of tert-butyl 4-hydroxypiperidine-1-carboxylate (4.00 g, 19.9 mmol), 1-(3-hydroxyphenyl)ethanone (2.71 g, 19.9 mmol), and triphenylphosphine (5.73 g, 21.9 mmol) in tetrahydrofuran (100 mL) was added slowly diisopropyl azodicarboxylate (4.25 mL, 21.9 mmol) at 0° C. under Nitrogen. The resulting mixture was stirred at room temperature for 17 hours. The mixture was poured into water (200 mL) and extracted with ethyl acetate (200 mL). The organic layer was washed with water (20...